Dataset: the Open Reaction Database (ORD), a public repository of structured organic reaction records. Task: describe an organic reaction: reactants, conditions, products, and yield The reactants are CC(=O)O, CC(NC(=S)Nc1ccc(Br)cn1)c1ncccc1F, OO. Yields the product CC(NC(=O)Nc1ccc(Br)cn1)c1ncccc1F. As a reaction SMILES: [CH3:23][C:24](=[O:25])[OH:26].[F:1][c:2]1[c:3]([CH:8]([CH3:9])[NH:10][C:11](=[S:12])[NH:13][c:14]2[n:15][cH:16][c:17]([Br:20])[cH:18][cH:19]2)[n:4][cH:5][cH:6][cH:7]1.[OH:21][OH:22]>>[F:1][c:2]1[c:3]([CH:8]([CH3:9])[NH:10][C:11]([NH:13][c:14]2[n:15][cH:16][c:17]([Br:20])[cH:18][cH:19]2)=[O:21])[n:4][cH:5][cH:6][cH:7]1. Reactants: ClCCl (dichloromethane), O (water), C1(=CC=CC=C1)N/C(/C(=O)OC)=C/C(=O)OC (Dimethyl 2-(phenylamino)maleate). Run in C1=CC=C(C=C1)C2=CC=CC=C2.C1=CC=C(C=C1)OC2=CC=CC=C2 (Dowtherm A). Reaction conditions: temperature 250 celsius. Product: O=C1C=C(NC2=CC=CC=C12)C(=O)OC (Methyl 4-oxo-1,4-dihydroquinoline-2-carboxylate). Yield: 4.3%. Reaction SMILES: [C:1]1([NH:7]/[C:8](=[CH:13]/[C:14]([O:16]C)=O)/[C:9]([O:11][CH3:12])=[O:10])[CH:6]=[CH:5][CH:4]=[CH:3][CH:2]=1.ClCCl.O>C1C=CC(C2C=CC=CC=2)=CC=1.C1C=CC(OC2C=CC=CC=2)=CC=1>[O:16]=[C:14]1[C:2]2[C:1](=[CH:6][CH:5]=[CH:4][CH:3]=2)[NH:7][C:8]([C:9]([O:11][CH3:12])=[O:10])=[CH:13]1 |f:3.4|. Procedure details: A mixture of the compound prepared in Example 271 (0.980 g) in Dowtherm A (trade mark; 1 mL) was heated at 250° C. for 15 minutes. The mixture was cooled to room temperature and shaken between dichloromethane and water. The organic layer was dried, concentrated in vacuo and purified by column chromatography on silica gel (1-5% methanol in dichloromethane) to obtain the title compound (0.036 g) having the following physical data.